This data is from the Open Reaction Database (ORD), a public repository of structured organic reaction records. The task is: describe an organic reaction: reactants, conditions, products, and yield The reactants are N1C=CC2=C(C=CC=C12)C(=C)C1=C(C=CC=C1)O (2-[1-(1H-indol-4-yl)-ethenyl]-phenol), C([O-])([O-])=O.[K+].[K+] (potassium carbonate), ClCCCBr (1-chloro-3-bromo-propane). The solvent is CC(=O)C (acetone). The product is ClCCCOC1=C(C=CC=C1)C(=C)C1=C2C=CNC2=CC=C1 (4-[1-[2-(3-chloropropoxy)-phenyl]-ethenyl]-1H-indole). Reaction SMILES: [NH:1]1[C:9]2[C:4](=[C:5]([C:10]([C:12]3[CH:17]=[CH:16][CH:15]=[CH:14][C:13]=3[OH:18])=[CH2:11])[CH:6]=[CH:7][CH:8]=2)[CH:3]=[CH:2]1.C(=O)([O-])[O-].[K+].[K+].[Cl:25][CH2:26][CH2:27][CH2:28]Br>CC(C)=O>[Cl:25][CH2:26][CH2:27][CH2:28][O:18][C:13]1[CH:14]=[CH:15][CH:16]=[CH:17][C:12]=1[C:10]([C:5]1[CH:6]=[CH:7][CH:8]=[C:9]2[C:4]=1[CH:3]=[CH:2][NH:1]2)=[CH2:11] |f:1.2.3|. Reported procedure: Using the procedure of Step E of Example 1, 6.7 g of 2-[1-(1H-indol-4-yl)-ethenyl]-phenol of Step A of Example 22, 70 ml of acetone, 4 g of potassium carbonate and 11.5 ml of 1-chloro-3-bromo-propane were heated for 20 hours at reflux and after chromatography and crystallization from petroleum ether (Eb=40°-70° C.), 7.05 g of the desired product melting at 70° to 72° C. were obtained. The product is ClC=1C=C(C=C(C1)F)C1=CC(=NN1C1=CC(=CC=C1)Cl)C(=O)N1CNC(C1)=O (1-{[5-(3-Chloro-5-fluorophenyl)-1-(3-chlorophenyl)-1H-pyrazol-3-yl]carbonyl}imidazolidin-4-one). Reactants: ClC=1C=C(C=C(C1)F)C1=CC(=NN1C1=CC(=CC=C1)Cl)C(=O)O (5-(3-Chloro-5-fluorophenyl)-1-(3-chlorophenyl)-1H-pyrazole-3-carboxylic acid), ClC=1C=C(C=CC1F)N1N=C(C=C1C1=CC(=CC(=C1)F)Cl)C(=O)N1CNC(C1)=O (1-{[1-(3-Chloro-4-fluorophenyl)-5-(3-chloro-5-fluorophenyl)-1H-pyrazol-3-yl]carbonyl}imidazolidin-4-one). Procedure details: The preparation of the title compound takes place starting from the compound of Example 72A in analogy to the synthesis of the compound of Example 1. 50 mg (84% of theory) of the title compound are obtained. Reaction SMILES: ClC1C=C(C2N(C3C=CC=C(Cl)C=3)N=C(C(O)=O)C=2)C=C(F)C=1.[Cl:24][C:25]1[CH:26]=[C:27]([N:32]2[C:36]([C:37]3[CH:42]=[C:41]([F:43])[CH:40]=[C:39]([Cl:44])[CH:38]=3)=[CH:35][C:34]([C:45]([N:47]3[CH2:51][C:50](=[O:52])[NH:49][CH2:48]3)=[O:46])=[N:33]2)[CH:28]=[CH:29][C:30]=1F>>[Cl:44][C:39]1[CH:38]=[C:37]([C:36]2[N:32]([C:27]3[CH:28]=[CH:29][CH:30]=[C:25]([Cl:24])[CH:26]=3)[N:33]=[C:34]([C:45]([N:47]3[CH2:51][C:50](=[O:52])[NH:49][CH2:48]3)=[O:46])[CH:35]=2)[CH:42]=[C:41]([F:43])[CH:40]=1.